This data is from the Open Reaction Database (ORD), a public repository of structured organic reaction records. The task is: describe an organic reaction: reactants, conditions, products, and yield Starting materials: CCOC(=O)CCCCN1CCN(C(COCc2cc(C(F)(F)F)cc(C(F)(F)F)c2)c2ccccc2)CC1, CCO, Cl, [Na+], [OH-], O. Yields the product O=C(O)CCCCN1CCN(C(COCc2cc(C(F)(F)F)cc(C(F)(F)F)c2)c2ccccc2)CC1. RXN SMILES: [CH2:1]([CH3:2])[O:3][C:4]([CH2:5][CH2:6][CH2:7][CH2:8][N:9]1[CH2:10][CH2:11][N:12]([CH:15]([CH2:16][O:17][CH2:18][c:19]2[cH:20][c:21]([C:29]([F:30])([F:31])[F:32])[cH:22][c:23]([C:25]([F:26])([F:27])[F:28])[cH:24]2)[c:33]2[cH:34][cH:35][cH:36][cH:37][cH:38]2)[CH2:13][CH2:14]1)=[O:39].[CH2:40]([OH:41])[CH3:42].[ClH:45].[Na+:44].[OH-:43].[OH2:46]>>[O:3]=[C:4]([CH2:5][CH2:6][CH2:7][CH2:8][N:9]1[CH2:10][CH2:11][N:12]([CH:15]([CH2:16][O:17][CH2:18][c:19]2[cH:20][c:21]([C:29]([F:30])([F:31])[F:32])[cH:22][c:23]([C:25]([F:26])([F:27])[F:28])[cH:24]2)[c:33]2[cH:34][cH:35][cH:36][cH:37][cH:38]2)[CH2:13][CH2:14]1)[OH:39].